This data is from the Open Reaction Database (ORD), a public repository of structured organic reaction records. The task is: describe an organic reaction: reactants, conditions, products, and yield Reactants: ClC1=C(C=C(C(=C1C)O)C)O (2-chloro-3,5-dimethyl-benzene-1,4-diol), B(F)(F)F (BF3), CC=1SC(=CC1C(C)(C=C)O)C.C(=C)O (vinyl alcohol 2-(2,5-dimethyl-thiophen-3-yl)-but-3-en-2-ol). Run in O1CCOCC1 (dioxane), O1CCOCC1 (dioxane). Conditions: temperature 120 celsius, time 3 hour. Product: ClC=1C(=C(C(=C2CCC(OC12)(C)C1=C(SC(=C1)C)C)C)O)C (8-Chloro-2-(2,5-dimethyl-thiophen-3-yl)-2,5,7-trimethyl-chroman-6-ol). Isolated yield 5.6%. As a reaction SMILES: [Cl:1][C:2]1[C:7]([CH3:8])=[C:6]([OH:9])[C:5]([CH3:10])=[CH:4][C:3]=1[OH:11].B(F)(F)F.[CH3:16][C:17]1[S:18][C:19]([CH3:27])=[CH:20][C:21]=1[C:22](O)([CH:24]=[CH2:25])[CH3:23].C(O)=C>O1CCOCC1>[Cl:1][C:2]1[C:7]([CH3:8])=[C:6]([OH:9])[C:5]([CH3:10])=[C:4]2[C:3]=1[O:11][C:22]([C:21]1[CH:20]=[C:19]([CH3:27])[S:18][C:17]=1[CH3:16])([CH3:23])[CH2:24][CH2:25]2 |f:2.3|. Reported procedure: To a solution of 2-chloro-3,5-dimethyl-benzene-1,4-diol (520 mg) and BF3 etherate (1.28 g) in dioxane (10 mL) at 120° C. was added slowly a solution of the vinyl alcohol 2-(2,5-dimethyl-thiophen-3-yl)-but-3-en-2-ol (600 mg) in 2 mL of dioxane in 30 min. After completion, the solution was stirred at 120° C. for 3 h. Workup and purification by silica gel column chromatography eluting with 10% EtOAc in hexane gave 50 mg off-white solid 4-Chloro-6-(2,5-dimethyl-thiophen-3-yl)-1,3,6-trimethyl-5,6,7,8... Reactants: COC(=O)OC, CCC(=O)C(C)CC=C(C)C, [H-], [Na+]. Yields the product COC(=O)C(C)C(=O)C(C)CC=C(C)C. Reaction SMILES: [CH3:12][O:13][C:14](=[O:15])[O:16][CH3:17].[CH3:1][C:2]([CH3:3])=[CH:4][CH2:5][CH:6]([C:7]([CH2:8][CH3:9])=[O:10])[CH3:11].[H-:18].[Na+:19]>>[CH3:1][C:2]([CH3:3])=[CH:4][CH2:5][CH:6]([C:7]([CH:8]([CH3:9])[C:14](=[O:15])[O:16][CH3:17])=[O:10])[CH3:11]. The reactants are COC=1C=C(C(=O)N)C=C(C1)OC (3,5-dimethoxybenzamide), CC(C)(C)C=O (pivaldehyde), N1N=NC2=C1C=CC=C2 (benzotriazole), C1(=CC=C(C=C1)S(=O)(=O)O)C (p-toluenesulfonic acid). The product is N1(N=NC2=C1C=CC=C2)C(C(C)(C)C)NC(C2=CC(=CC(=C2)OC)OC)=O (N-(1-(1H-1,2,3-Benzotriazol-1-yl)-2,2-dimethylpropyl)-3,5-dimethoxybenzamide). Reaction SMILES: [CH3:1][O:2][C:3]1[CH:4]=[C:5]([CH:9]=[C:10]([O:12][CH3:13])[CH:11]=1)[C:6]([NH2:8])=[O:7].[CH3:14][C:15]([CH:18]=O)([CH3:17])[CH3:16].[NH:20]1[C:24]2[CH:25]=[CH:26][CH:27]=[CH:28][C:23]=2[N:22]=[N:21]1.C1(C)C=CC(S(O)(=O)=O)=CC=1>>[N:20]1([CH:18]([NH:8][C:6](=[O:7])[C:5]2[CH:9]=[C:10]([O:12][CH3:13])[CH:11]=[C:3]([O:2][CH3:1])[CH:4]=2)[C:15]([CH3:16])([CH3:17])[CH3:14])[C:24]2[CH:25]=[CH:26][CH:27]=[CH:28][C:23]=2[N:22]=[N:21]1. Procedure: A suspension of 3,5-dimethoxybenzamide, pivaldehyde, benzotriazole, and p-toluenesulfonic acid was processed as described in Example 1C to provide the title compound. The reactants are Cl (hydrochloric acid), C(C)C=1OC(=CC1COC1=CC=C(C(=O)OC)C=C1)C1=CC=C(C=C1)C(F)(F)F (methyl 4-({2-ethyl-5-[4-(trifluoromethyl)phenyl]-3-furyl}methoxy)benzoate), O (water), [OH-].[Na+] (sodium hydroxide). The solvent is CO (methanol), O1CCCC1 (tetrahydrofuran). Reaction conditions: temperature 60 celsius, time 2 hour. Yields the product C(C)C=1OC(=CC1COC1=CC=C(C(=O)O)C=C1)C1=CC=C(C=C1)C(F)(F)F (4-({2-ethyl-5-[4-(trifluoromethyl)phenyl]-3-furyl}methoxy)benzoic acid). The yield is 86.0%. Reaction SMILES: [CH2:1]([C:3]1[O:4][C:5]([C:20]2[CH:25]=[CH:24][C:23]([C:26]([F:29])([F:28])[F:27])=[CH:22][CH:21]=2)=[CH:6][C:7]=1[CH2:8][O:9][C:10]1[CH:19]=[CH:18][C:13]([C:14]([O:16]C)=[O:15])=[CH:12][CH:11]=1)[CH3:2].[OH-].[Na+].O.Cl>CO.O1CCCC1>[CH2:1]([C:3]1[O:4][C:5]([C:20]2[CH:21]=[CH:22][C:23]([C:26]([F:29])([F:27])[F:28])=[CH:24][CH:25]=2)=[CH:6][C:7]=1[CH2:8][O:9][C:10]1[CH:11]=[CH:12][C:13]([C:14]([OH:16])=[O:15])=[CH:18][CH:19]=1)[CH3:2] |f:1.2|. Procedure: To a solution of {2-ethyl-5-[4-(trifluoromethyl)phenyl]-3-furyl}methanol (324 mg) obtained by the above-mentioned reaction and methyl 4-hydroxybenzoate (228 mg) in tetrahydrofuran (10 mL) were added tributylphosphine (0.6 mL) and 1,1′-(azodicarbonyl)dipiperidine (606 mg), and the mixture was stirred at room temperature overnight. The solvent was evaporated under reduced pressure, and the residue was purified by silica gel column (0% ethyl acetate/hexane to 15% ethyl acetate/hexane) to give methy...